describe an organic reaction: reactants, conditions, products, and yield From a dataset of the Open Reaction Database (ORD), a public repository of structured organic reaction records. Reactants: C=CCC1(C)CC(c2cccc(Cl)c2)C(c2ccc(Cl)cc2)N(c2ncc(N)cc2C)C1=O, C1COCCO1, CC(=O)O, Cl, O=N[O-], [Na+], OO. Product: C=CCC1(C)CC(c2cccc(Cl)c2)C(c2ccc(Cl)cc2)N(c2ncccc2C)C1=O. RXN SMILES: [CH2:1]([CH:2]=[CH2:3])[C:4]1([CH3:33])[C:5](=[O:32])[N:6]([c:24]2[n:25][cH:26][c:27]([NH2:31])[cH:28][c:29]2[CH3:30])[CH:7]([c:17]2[cH:18][cH:19][c:20]([Cl:23])[cH:21][cH:22]2)[CH:8]([c:10]2[cH:11][c:12]([Cl:16])[cH:13][cH:14][cH:15]2)[CH2:9]1.[CH2:41]1[O:42][CH2:43][CH2:44][O:45][CH2:46]1.[CH3:47][C:48](=[O:49])[OH:50].[ClH:34].[N:37]([O-:38])=[O:39].[Na+:40].[OH:35][OH:36]>>[CH2:1]([CH:2]=[CH2:3])[C:4]1([CH3:33])[C:5](=[O:32])[N:6]([c:24]2[n:25][cH:26][cH:27][cH:28][c:29]2[CH3:30])[CH:7]([c:17]2[cH:18][cH:19][c:20]([Cl:23])[cH:21][cH:22]2)[CH:8]([c:10]2[cH:11][c:12]([Cl:16])[cH:13][cH:14][cH:15]2)[CH2:9]1.